Dataset: the Open Reaction Database (ORD), a public repository of structured organic reaction records. Task: describe an organic reaction: reactants, conditions, products, and yield Starting materials: ClCC(=O)Cl (chloroacetyl chloride), O1C(OCCC1)CNC1=C(C=CC=C1CC)CC (N-(1,3-Dioxan-2-ylmethyl)-2,6-diethylaniline), C([O-])(O)=O.[Na+] (sodium bicarbonate), O1CCOCC1 (dioxane). Run in O (water), CCOCC (ether). Reaction conditions: time 15 minute. Product: ClCC(=O)N(C1=C(C=CC=C1CC)CC)CC1OCCCO1 (N-α-chloroacetyl-N-(1,3-dioxan-2-ylmethyl)-2,6-diethylaniline). As a reaction SMILES: [O:1]1[CH2:6][CH2:5][CH2:4][O:3][CH:2]1[CH2:7][NH:8][C:9]1[C:14]([CH2:15][CH3:16])=[CH:13][CH:12]=[CH:11][C:10]=1[CH2:17][CH3:18].C(=O)(O)[O-].[Na+].O1CCOCC1.[Cl:30][CH2:31][C:32](Cl)=[O:33]>CCOCC.O>[Cl:30][CH2:31][C:32]([N:8]([CH2:7][CH:2]1[O:3][CH2:4][CH2:5][CH2:6][O:1]1)[C:9]1[C:14]([CH2:15][CH3:16])=[CH:13][CH:12]=[CH:11][C:10]=1[CH2:17][CH3:18])=[O:33] |f:1.2|. Procedure: N-(1,3-Dioxan-2-ylmethyl)-2,6-diethylaniline (25 grams), sodium bicarbonate (10 grams), dioxane (30 ml) and water (4 ml) are charged into a glass reaction vessel equipped with a mechanical stirrer and thermometer. The mixture is cooled to a temperature of about 0°C and chloroacetyl chloride (15 grams) is added, with stirring, over a period of about 15 minutes. After the addition is completed stirring is continued for a period of about 1 hour. After this time ether (100 ml) is added to the mixtur... The reactants are CN1C2CN(CC1CC2)C2=CC=C(N=N2)C#CC2=CC=C(C=C2)N (4-[6-(8-methyl-3,8-diaza-bicyclo[3.2.1]oct-3-yl)-pyridazin-3-ylethynyl]-phenylamine), [OH-].[Na+] (sodium hydroxide), C(C1=CC=CC=C1)(=O)Cl (benzoylchloride). Run in ClCCl (dichloromethane), ClCCl (dichloromethane). Run at temperature 0 celsius, time 2 hour. Product: CN1C2CN(CC1CC2)C2=CC=C(N=N2)C#CC2=CC=C(C=C2)NC(C2=CC=CC=C2)=O (N-{4-[6-(8-Methyl-3,8-diaza-bicyclo[3.2.1]oct-3-yl)-pyridazin-3-ylethynyl]-phenyl}-benzamide). Reaction SMILES: [CH3:1][N:2]1[CH:7]2[CH2:8][CH2:9][CH:3]1[CH2:4][N:5]([C:10]1[N:15]=[N:14][C:13]([C:16]#[C:17][C:18]3[CH:23]=[CH:22][C:21]([NH2:24])=[CH:20][CH:19]=3)=[CH:12][CH:11]=1)[CH2:6]2.[C:25](Cl)(=[O:32])[C:26]1[CH:31]=[CH:30][CH:29]=[CH:28][CH:27]=1.[OH-].[Na+]>ClCCl>[CH3:1][N:2]1[CH:7]2[CH2:8][CH2:9][CH:3]1[CH2:4][N:5]([C:10]1[N:15]=[N:14][C:13]([C:16]#[C:17][C:18]3[CH:19]=[CH:20][C:21]([NH:24][C:25](=[O:32])[C:26]4[CH:31]=[CH:30][CH:29]=[CH:28][CH:27]=4)=[CH:22][CH:23]=3)=[CH:12][CH:11]=1)[CH2:6]2 |f:2.3|. Reported procedure: To a stirred mixture of 4-[6-(8-methyl-3,8-diaza-bicyclo[3.2.1]oct-3-yl)-pyridazin-3-ylethynyl]-phenylamine (0.53 g, 1.66 mmol) and dichloromethane (20 ml) was added: benzoylchloride (0.35 g, 2.5 mmol) solved in dichloromethane (20 ml). The mixture was stirred at 0° C. for 2 hours and was then allowed to stir at room temperature for 15 hours. Aqueous sodium hydroxide (20 ml, 1 M) was added and the mixture was extracted with dichloromethane (3×30 ml). The mixture was dried and evaporated. Mp 88-9... Starting materials: O1C(=CC2=C1C=CC=C2)C2=CN=C1N2N=C(C=C1)OCCCS(C)=NC#N ([(3-{[3-(1-benzofuran-2-yl)imidazo[1,2-b]pyridazin-6-yl]oxy}propyl)(methyl)-lambda4-sulfanylidene]-cyanamide), S(=O)(=O)(O[O-])[O-].[K+].[K+] (potassium peroxymonosulfate), S(=O)(=O)(O[O-])[O-].[K+].[K+] (potassium peroxymonosulfate), C([O-])([O-])=O.[K+].[K+] (potassium carbonate), solution, S(=S)(=O)([O-])[O-].[Na+].[Na+] (sodium thiosulfate), S(=O)(=O)(O[O-])[O-].[K+].[K+] (potassium peroxymonosulfate), C([O-])([O-])=O.[K+].[K+] (potassium carbonate), S(=S)(=O)([O-])[O-].[Na+].[Na+] (sodium thiosulfate), S(=O)(=O)(O[O-])[O-].[K+].[K+] (potassium peroxymonosulfate). Solvent: ClCCl (dichloromethane), CO (methanol), O (water), O (water), C(C)O (ethanol), ClCCl (dichloromethane), O (water), ClCCl (dichloromethane), O (water). Product: O1C(=CC2=C1C=CC=C2)C2=CN=C1N2N=C(C=C1)OCCCS(=O)(C)=NC#N ([(3-{[3-(1-Benzofuran-2-yl)imidazo[1,2-b]pyridazin-6-yl]oxy}propyl)(methyl)oxido-lambda6-sulfanylidene]cyanamide). Yield: 93.9%. RXN SMILES: [O:1]1[C:5]2[CH:6]=[CH:7][CH:8]=[CH:9][C:4]=2[CH:3]=[C:2]1[C:10]1[N:14]2[N:15]=[C:16]([O:19][CH2:20][CH2:21][CH2:22][S:23](=[N:25][C:26]#[N:27])[CH3:24])[CH:17]=[CH:18][C:13]2=[N:12][CH:11]=1.S([O-])(O[O-])(=O)=[O:29].[K+].[K+].C(=O)([O-])[O-].[K+].[K+].S([O-])([O-])(=O)=S.[Na+].[Na+]>ClCCl.O.C(O)C.CO>[O:1]1[C:5]2[CH:6]=[CH:7][CH:8]=[CH:9][C:4]=2[CH:3]=[C:2]1[C:10]1[N:14]2[N:15]=[C:16]([O:19][CH2:20][CH2:21][CH2:22][S:23](=[N:25][C:26]#[N:27])([CH3:24])=[O:29])[CH:17]=[CH:18][C:13]2=[N:12][CH:11]=1 |f:1.2.3,4.5.6,7.8.9|. Reported procedure: 25 mL methanol were added to 1 g (2.64 mmol) [(3-{[3-(1-benzofuran-2-yl)imidazo[1,2-b]pyridazin-6-yl]oxy}propyl)(methyl)-lambda4-sulfanylidene]-cyanamide in 20 mL dichloromethane. To the clear solution 25 mL ethanol were added. 6.614 g (5.27 mmol) potassium peroxymonosulfate were dissolved in 24 mL water. 2.186 g (15.82 mmol) potassium carbonate were dissolved in 16 mL water and transferred to the potassium peroxymonosulfate solution. This solution was added in 40 min under vigorous stirring. Af... Reactants: CC(C)(C)OC(=O)NN=Cc1cccc(C#N)c1, CO. Yields the product CC(C)(C)OC(=O)NNCc1cccc(C#N)c1. As a reaction SMILES: [C:1](#[N:2])[c:3]1[cH:4][c:5]([CH:6]=[N:7][NH:8][C:9](=[O:10])[O:11][C:12]([CH3:13])([CH3:14])[CH3:15])[cH:16][cH:17][cH:18]1.[CH3:19][OH:20]>>[C:1](#[N:2])[c:3]1[cH:4][c:5]([CH2:6][NH:7][NH:8][C:9](=[O:10])[O:11][C:12]([CH3:13])([CH3:14])[CH3:15])[cH:16][cH:17][cH:18]1. Reactants: CCc1c(N(C(C)=O)c2cc(C)cc(C)c2)[nH]c(=O)[nH]c1=O, CC=CCS(C)(=O)=O, [I-], [K+], [K+], [Li+], O=C([O-])[O-], CN(C)C=O. The product is CC=CCn1c(N(C(C)=O)c2cc(C)cc(C)c2)c(CC)c(=O)[nH]c1=O. RXN SMILES: [CH3:1][c:2]1[cH:3][c:4]([N:9]([C:10]([CH3:11])=[O:12])[c:13]2[nH:14][c:15](=[O:22])[nH:16][c:17](=[O:21])[c:18]2[CH2:19][CH3:20])[cH:5][c:6]([CH3:8])[cH:7]1.[CH3:31][S:32](=[O:33])(=[O:34])[CH2:35][CH:36]=[CH:37][CH3:38].[I-:29].[K+:23].[K+:24].[Li+:30].[O-:25][C:26]([O-:27])=[O:28].[O:39]=[CH:40][N:41]([CH3:42])[CH3:43]>>[CH3:1][c:2]1[cH:3][c:4]([N:9]([C:10]([CH3:11])=[O:12])[c:13]2[n:14]([CH2:35][CH:36]=[CH:37][CH3:38])[c:15](=[O:22])[nH:16][c:17](=[O:21])[c:18]2[CH2:19][CH3:20])[cH:5][c:6]([CH3:8])[cH:7]1. Starting materials: ON1N=NC2=C1C=CC=C2 (1-hydroxy-1H-benzotriazole), CN1CCOCC1 (4-methylmorpholine), Cl.CN(CCCN=C=NCC)C (N′-(3-dimethylaminopropyl)-N-ethylcarbodiimide hydrochloride), NC(C)C=1C(NC(=NN1)CC1=CC(=C(C=C1)OC)OC)=O (6-(1-aminoethyl)-3-(3,4-dimethoxybenzyl)-1,2,4-triazin-5(4H)-one), C(C)(=O)C(C(=O)O)(CCCC1=CC=CC=C1)C (2-acetyl-2-methyl-5-phenylpentanoic acid), C(C)(=O)C(C(=O)O)(CCCC1=CC=CC=C1)C (2-acetyl-2-methyl-5-phenylpentanoic acid). Product: C(C)(=O)C(C(=O)NC(C)C=1C(NC(=NN1)CC1=CC(=C(C=C1)OC)OC)=O)(CCCC1=CC=CC=C1)C (2-acetyl-N-{1-[3-(3,4-dimethoxybenzyl)-5-oxo-4,5-dihydro-1,2,4-triazin-6-yl]ethyl}-2-methyl-5-phenyl-pentanamide). As a reaction SMILES: ON1C2C=CC=CC=2N=N1.CN1CCOCC1.Cl.CN(C)CCCN=C=NCC.[NH2:30][CH:31]([C:33]1[C:34](=[O:50])[NH:35][C:36]([CH2:39][C:40]2[CH:45]=[CH:44][C:43]([O:46][CH3:47])=[C:42]([O:48][CH3:49])[CH:41]=2)=[N:37][N:38]=1)[CH3:32].[C:51]([C:54]([CH3:67])([CH2:58][CH2:59][CH2:60][C:61]1[CH:66]=[CH:65][CH:64]=[CH:63][CH:62]=1)[C:55](O)=[O:56])(=[O:53])[CH3:52]>>[C:51]([C:54]([CH3:67])([CH2:58][CH2:59][CH2:60][C:61]1[CH:62]=[CH:63][CH:64]=[CH:65][CH:66]=1)[C:55]([NH:30][CH:31]([C:33]1[C:34](=[O:50])[NH:35][C:36]([CH2:39][C:40]2[CH:45]=[CH:44][C:43]([O:46][CH3:47])=[C:42]([O:48][CH3:49])[CH:41]=2)=[N:37][N:38]=1)[CH3:32])=[O:56])(=[O:53])[CH3:52] |f:2.3|. Reported procedure: The amount of 2-acetyl-2-methyl-5-phenylpentanoic acid in 20 ml dichloromethane from Example 38A is reacted analogously to Example 39A with 300 mg (2.20 mmol) of 1-hydroxy-1H-benzotriazole, 670 mg (6.60 mmol) of 4-methylmorpholine, 420 mg (2.20 mmol) of N′-(3-dimethylaminopropyl)-N-ethylcarbodiimide hydrochloride and 620 mg (2.14 mmol) of 6-(1-aminoethyl)-3-(3,4-dimethoxybenzyl)-1,2,4-triazin-5(4H)-one to give 2-acetyl-N-{1-[3-(3,4-dimethoxybenzyl)-5-oxo-4,5-dihydro-1,2,4-triazin-6-yl]ethyl}-2-m... Reactants: ClC=1C=C(C(=C2C(CCSC12)=O)C)C(=O)OCC (8-chloro-6-ethoxycarbonyl-5-methylthiochroman-4-one), C(C)OC(=O)C=1C(=C2C(C=CSC2=C(C1)C)=O)C (6-ethoxycarbonyl-5,8-dimethylthiochrom-2-en-4-one). Run at time 18 hour. Yields the product C(=O)(O)C=1C(=C2C(C=CSC2=C(C1)C)=O)C (6-carboxy-5,8dimethylthiochrom-2-en-4-one). Yield: 96.0%. RXN SMILES: ClC1C=C(C(OCC)=O)C(C)=C2C=1SCCC2=O.C([O:21][C:22]([C:24]1[C:25]([CH3:36])=[C:26]2[C:31](=[C:32]([CH3:34])[CH:33]=1)[S:30][CH:29]=[CH:28][C:27]2=[O:35])=[O:23])C>>[C:22]([C:24]1[C:25]([CH3:36])=[C:26]2[C:31](=[C:32]([CH3:34])[CH:33]=1)[S:30][CH:29]=[CH:28][C:27]2=[O:35])([OH:23])=[O:21]. Procedure details: The captioned end product was obtained in the same manner as in Preparation Example 3-3 except that the 8-chloro-6-ethoxycarbonyl-5-methylthiochroman-4-one as a starting material in Preparation Example 3-3 was replaced with 6-ethoxycarbonyl-5,8-dimethylthiochrom-2-en-4-one and that the reflux time was changed to 18 hours. The yield was 96%. Starting materials: C(CCC)[Li] (Butyllithium), BrC1=NC=CC=C1 (2-bromopyridine), CN1C(CNC2=C1C(=O)N=C(N2)N)CNC3=CC=C(C=C3)C(=O)NC(CCC(=O)O)C(=O)O (methyl-THF), NC1=C(C(=O)OC)C=C(C=C1N)C=1C(=NOC1C)C (methyl 2,3-diamino-5-(3,5-dimethylisoxazol-4-yl)benzoate), CN1C(CNC2=C1C(=O)N=C(N2)N)CNC3=CC=C(C=C3)C(=O)NC(CCC(=O)O)C(=O)O (methyl-THF). Run at time 1 hour. Product: NC1=C(C=C(C=C1N)C=1C(=NOC1C)C)C(O)(C1=NC=CC=C1)C1=NC=CC=C1 ((2,3-diamino-5-(3,5-dimethylisoxazol-4-yl)phenyl)di(pyridin-2-yl)methanol). Reaction SMILES: C([Li])CCC.Br[C:7]1[CH:12]=[CH:11][CH:10]=[CH:9][N:8]=1.[NH2:13][C:14]1[C:23]([NH2:24])=[CH:22][C:21]([C:25]2[C:26]([CH3:31])=[N:27][O:28][C:29]=2[CH3:30])=[CH:20][C:15]=1[C:16]([O:18]C)=O.CN1C2C(N=C(N)NC=2NCC1CNC1C=CC([C:53]([NH:55][CH:56](C(O)=O)[CH2:57][CH2:58][C:59](O)=O)=O)=CC=1)=O>>[NH2:13][C:14]1[C:23]([NH2:24])=[CH:22][C:21]([C:25]2[C:26]([CH3:31])=[N:27][O:28][C:29]=2[CH3:30])=[CH:20][C:15]=1[C:16]([C:56]1[CH:57]=[CH:58][CH:59]=[CH:53][N:55]=1)([C:7]1[CH:12]=[CH:11][CH:10]=[CH:9][N:8]=1)[OH:18]. Procedure details: Butyllithium (1.6M solution in hexanes, 24 mL, 38 mmol) was added dropwise over 20 minutes to a solution of 2-bromopyridine (3.7 mL, 38 mmol in methyl-THF (100 mL) at −78° C. The reaction mixture was stirred for 1 hour and a solution of methyl 2,3-diamino-5-(3,5-dimethylisoxazol-4-yl)benzoate (2.0 g, 7.7 mmol) in 20 mL of methyl-THF was added. The reaction mixture was warmed to room temperature, stirred for 30 minutes and quenched with water. The reaction mixture was extracted with ethyl acetate...